From a dataset of the Open Reaction Database (ORD), a public repository of structured organic reaction records. describe an organic reaction: reactants, conditions, products, and yield The reactants are NC=1C=CC(=C(C1)[C@]1(N=C(OC[C@@H]1F)N)C)F ((4R,5R)-4-(5-amino-2-fluoro-phenyl)-5-fluoro-4-methyl-5,6-dihydro-4H-[1,3]oxazin-2-ylamine), C1(CC1)C=1C=CC(=NC1)C(=O)O (5-cyclopropyl-pyridine-2-carboxylic acid). The product is NC=1OC[C@@H]([C@@](N1)(C)C=1C=C(C=CC1F)NC(=O)C1=NC=C(C=C1)C1CC1)F (5-Cyclopropyl-pyridine-2-carboxylic acid [3-((4R,5R)-2-amino-5-fluoro-4-methyl-5,6-dihydro-4H-[1,3]oxazin-4-yl)-4-fluoro-phenyl]-amide). RXN SMILES: [NH2:1][C:2]1[CH:3]=[CH:4][C:5]([F:17])=[C:6]([C@:8]2([CH3:16])[C@@H:13]([F:14])[CH2:12][O:11][C:10]([NH2:15])=[N:9]2)[CH:7]=1.[CH:18]1([C:21]2[CH:22]=[CH:23][C:24]([C:27](O)=[O:28])=[N:25][CH:26]=2)[CH2:20][CH2:19]1>>[NH2:15][C:10]1[O:11][CH2:12][C@H:13]([F:14])[C@:8]([C:6]2[CH:7]=[C:2]([NH:1][C:27]([C:24]3[CH:23]=[CH:22][C:21]([CH:18]4[CH2:19][CH2:20]4)=[CH:26][N:25]=3)=[O:28])[CH:3]=[CH:4][C:5]=2[F:17])([CH3:16])[N:9]=1. Procedure details: The condensation of (4R,5R)-4-(5-amino-2-fluoro-phenyl)-5-fluoro-4-methyl-5,6-dihydro-4H-[1,3]oxazin-2-ylamine (intermediate A8.2) and 5-cyclopropyl-pyridine-2-carboxylic acid (CAS 1174322-66-7; WO2009091016) following procedure I yielded the title compound as a white solid. MS (ISP): m/z=387.3 [M+H]+. Procedure: Into a 100-mL round-bottom flask, was placed methyl 5-(2-(methoxymethyl)-4-methyl-1H-imidazol-5-yl)-2,4-dimethylbenzoate (compound 222.4, 220 mg, 0.76 mmol) and HBr (20 mL, 40% in HOAc). The reaction mixture was stirred overnight at 80° C. The resulting mixture was concentrated under reduced pressure. This resulted in 190 ma (crude) of the title compound as a brown solid. Product: OCC=1NC(=C(N1)C)C=1C(=CC(=C(C(=O)O)C1)C)C (5-(2-(Hydroxymethyl)-4-methyl-1H-imidazol-5-yl)-2,4-dimethylbenzoic acid). Starting materials: COCC=1NC(=C(N1)C)C=1C(=CC(=C(C(=O)OC)C1)C)C (methyl 5-(2-(methoxymethyl)-4-methyl-1H-imidazol-5-yl)-2,4-dimethylbenzoate), COCC=1NC(=C(N1)C)C=1C(=CC(=C(C(=O)OC)C1)C)C (methyl 5-(2-(methoxymethyl)-4-methyl-1H-imidazol-5-yl)-2,4-dimethylbenzoate). Run at temperature 80 celsius, time 8 hour. Run in Br (HBr). RXN SMILES: C[O:2][CH2:3][C:4]1[NH:5][C:6]([C:10]2[C:11]([CH3:21])=[CH:12][C:13]([CH3:20])=[C:14]([CH:19]=2)[C:15]([O:17]C)=[O:16])=[C:7]([CH3:9])[N:8]=1>Br>[OH:2][CH2:3][C:4]1[NH:5][C:6]([C:10]2[C:11]([CH3:21])=[CH:12][C:13]([CH3:20])=[C:14]([CH:19]=2)[C:15]([OH:17])=[O:16])=[C:7]([CH3:9])[N:8]=1. Reactants: N(=O)[O-].[Na+] (sodium nitrite), [Sn](Cl)(Cl)(Cl)Cl (tin chloride), C(C1=CC=CC=C1)OC1=CC=C(N)C=C1 (4-benzyloxyaniline). Run in O (water), Cl (hydrogen chloride), Cl (hydrogen chloride). Conditions: temperature 3 celsius, time 1 hour. Product: Cl.C(C1=CC=CC=C1)OC1=CC=C(C=C1)NN (1-[4-(Benzyloxy)phenyl]hydrazine hydrochloride). Reaction SMILES: [CH2:1]([O:8][C:9]1[CH:15]=[CH:14][C:12]([NH2:13])=[CH:11][CH:10]=1)[C:2]1[CH:7]=[CH:6][CH:5]=[CH:4][CH:3]=1.[N:16]([O-])=O.[Na+].[Sn](Cl)(Cl)(Cl)[Cl:21]>Cl.O>[ClH:21].[CH2:1]([O:8][C:9]1[CH:10]=[CH:11][C:12]([NH:13][NH2:16])=[CH:14][CH:15]=1)[C:2]1[CH:3]=[CH:4][CH:5]=[CH:6][CH:7]=1 |f:1.2,6.7|. Procedure: To the suspension of 4-benzyloxyaniline (10 g) in concentrated hydrogen chloride (100 ml) was added dropwise a solution of sodium nitrite (3.2 g) in water (10 ml) over 10min at between −15 and −10° C., and then the mixture was stirred at 3° C. for 1 hr. To the mixture was added dropwise a solution of tin chloride (33.5 g) in concentrated hydrogen chloride (80 ml) at between −20 and −10° C. over 30 min, and then the mixture stirred at 0° C. for 1 hr. Starting materials: BrC1=CC=C2C(=CNC2=C1)CC(=O)N=C(NCC1=CC(=C(C(=C1)Cl)NC(C)=O)Cl)N (N-(4-{N′-[2-(6-Bromo-1H-indol-3-yl)-acetyl]-guanidinomethyl}-2,6-dichloro-phenyl)-acetamide), 464.00, FC=1C=CC=C2C(=C(NC12)C)CC(=O)O (2-(7-fluoro-2-methyl-1H-indol-3-yl)acetic acid), ( A ). Yields the product ClC1=C(C(=CC(=C1)CNC(=NC(CC1=C(NC2=C(C=CC=C12)F)C)=O)N)Cl)NC(C)=O (N-(2,6-Dichloro-4-{N′-[2-(7-fluoro-2-methyl-1H-indol-3-yl)-acetyl]-guanidinomethyl}-phenyl)-acetamide). Reaction SMILES: BrC1C=C2C(C(CC([N:14]=[C:15]([NH2:30])[NH:16][CH2:17][C:18]3[CH:23]=[C:22]([Cl:24])[C:21]([NH:25][C:26](=[O:28])[CH3:27])=[C:20]([Cl:29])[CH:19]=3)=O)=CN2)=CC=1.[F:31][C:32]1[CH:33]=[CH:34][CH:35]=[C:36]2[C:40]=1[NH:39][C:38]([CH3:41])=[C:37]2[CH2:42][C:43]([OH:45])=O>>[Cl:24][C:22]1[CH:23]=[C:18]([CH2:17][NH:16][C:15]([NH2:30])=[N:14][C:43](=[O:45])[CH2:42][C:37]2[C:36]3[C:40](=[C:32]([F:31])[CH:33]=[CH:34][CH:35]=3)[NH:39][C:38]=2[CH3:41])[CH:19]=[C:20]([Cl:29])[C:21]=1[NH:25][C:26](=[O:28])[CH3:27]. Procedure details: In a manner similar to that used in the preparation of the compound of example 1, but using 2-(7-fluoro-2-methyl-1H-indol-3-yl)acetic acid in step 22 (A), the title compound was prepared. MS (ESI) (M+H)+=464.00 1H-NMR(500 MHz, CD3OD) δ 7.44 (s, 2 H), 7.24 (d, J=7.93 Hz, 1 H), 6.90-7.01 (m, 1 H), 6.72-6.89 (m, 1 H), 4.52 (s, 2 H), 3.93 (s, 2 H), 2.45 (s, 3 H), 2.19 (s, 3 H). The reactants are CS(=O)(=O)c1ccc(Oc2ncnc3c2cnn3C2CCNCC2)cc1, O=C(Cl)C1CCC1, O=C(O)C(F)(F)F, O. Yields the product CS(=O)(=O)c1ccc(Oc2ncnc3c2cnn3C2CCN(C(=O)C3CCC3)CC2)cc1. As a reaction SMILES: [CH3:8][S:9](=[O:10])(=[O:11])[c:12]1[cH:13][cH:14][c:15]([O:16][c:17]2[c:18]3[c:19]([n:20][cH:21][n:22]2)[n:23]([CH:26]2[CH2:27][CH2:28][NH:29][CH2:30][CH2:31]2)[n:24][cH:25]3)[cH:32][cH:33]1.[CH:34]1([C:38](=[O:39])[Cl:40])[CH2:35][CH2:36][CH2:37]1.[F:1][C:2]([F:3])([F:4])[C:5]([OH:6])=[O:7].[OH2:41]>>[CH3:8][S:9](=[O:10])(=[O:11])[c:12]1[cH:13][cH:14][c:15]([O:16][c:17]2[c:18]3[c:19]([n:20][cH:21][n:22]2)[n:23]([CH:26]2[CH2:27][CH2:28][N:29]([C:38]([CH:34]4[CH2:35][CH2:36][CH2:37]4)=[O:39])[CH2:30][CH2:31]2)[n:24][cH:25]3)[cH:32][cH:33]1. The reactants are BrCC1CCN(CC1)C(=O)OC(C)(C)C (1,1-Dimethylethyl 4-(bromomethyl)-1-piperidinecarboxylate), [Br-] (bromide), C([O-])([O-])=O.[K+].[K+] (Potassium carbonate), FC(C(=O)O)(F)F.C(CCC)OC1=NC(=C2N=C(NC2=N1)OC)N (2-butoxy-8-methoxy-9H-purin-6-amine trifluoroacetate salt). Run in O (Water), CN(C=O)C (N,N-dimethylformamide), CN(C)C=O (DMF). Conditions: temperature 60 celsius, time 3 hour. Product: NC1=C2N=C(N(C2=NC(=N1)OCCCC)CC1CCN(CC1)C(=O)OC(C)(C)C)OC (1,1-Dimethylethyl 4-{[6-amino-2-(butyloxy)-8-(methyloxy)-9H-Purin-9-yl]methyl}-1-piperidinecarboxylate). Yield: 94.1%. As a reaction SMILES: C(=O)([O-])[O-].[K+].[K+].FC(F)(F)C(O)=O.[CH2:14]([O:18][C:19]1[N:27]=[C:26]2[C:22]([N:23]=[C:24]([O:28][CH3:29])[NH:25]2)=[C:21]([NH2:30])[N:20]=1)[CH2:15][CH2:16][CH3:17].Br[CH2:32][CH:33]1[CH2:38][CH2:37][N:36]([C:39]([O:41][C:42]([CH3:45])([CH3:44])[CH3:43])=[O:40])[CH2:35][CH2:34]1.[Br-]>CN(C)C=O.O>[NH2:30][C:21]1[N:20]=[C:19]([O:18][CH2:14][CH2:15][CH2:16][CH3:17])[N:27]=[C:26]2[C:22]=1[N:23]=[C:24]([O:28][CH3:29])[N:25]2[CH2:32][CH:33]1[CH2:38][CH2:37][N:36]([C:39]([O:41][C:42]([CH3:43])([CH3:45])[CH3:44])=[O:40])[CH2:35][CH2:34]1 |f:0.1.2,3.4|. Procedure: Potassium carbonate (650 mg) was added to a solution of 2-butoxy-8-methoxy-9H-purin-6-amine trifluoroacetate salt (550 mg) in dry N,N-dimethylformamide (5.5 ml) and the reaction mixture heated at 60° C. for 1 hour. 1,1-Dimethylethyl 4-(bromomethyl)-1-piperidinecarboxylate (500 mg) was added using additional DMF (1.5 ml) to transfer the residual bromide and the reaction mixture stirred at 50° C. for 3 hours. After 16 hours at room temperature, heating at 50° C. was continued for another 5 hours t...